This data is from the Open Reaction Database (ORD), a public repository of structured organic reaction records. The task is: describe an organic reaction: reactants, conditions, products, and yield Starting materials: O1C(=CC=C1)C(C)=O (1-furan-2-yl-ethanone), COC(OC)OC (trimethylorthoformate), N#N (N2), LiBF4, C(=O)(O)[O-].[Na+] (NaHCO3). Solvent: C(CO)O (ethylene glycol). Conditions: temperature 95 celsius. Yields the product O1C(=CC=C1)C1(OCCO1)C (2-Furan-2-yl-2-methyl-[1,3]dioxolane). RXN SMILES: N#N.[O:3]1[CH:7]=[CH:6][CH:5]=[C:4]1[C:8](=[O:10])[CH3:9].COC([O:16][CH3:17])OC.[C:18]([O-])(O)=O.[Na+]>C(O)CO>[O:3]1[CH:7]=[CH:6][CH:5]=[C:4]1[C:8]1([CH3:9])[O:16][CH2:17][CH2:18][O:10]1 |f:3.4|. Procedure: In a flame dried round-bottomed flask equipped with a magnetic stir bar and under inert atmosphere (N2), a solution of 1-furan-2-yl-ethanone (50.00 g, 454.0 mmol) in ethylene glycol (500.0 mL) was treated with trimethylorthoformate (100.0 mL, 908.0 mmol) followed by LiBF4 (7.00 g, 75 mmol). The reaction mixture was heated at 95° C. overnight. Sat. aq. NaHCO3 (500 mL) was added and the mixture was extracted with EA (500 mL). The org. extracts were washed with brine (2×250 mL), dried over MgSO4, f... Starting materials: N(=NC(C(=O)[O-])(CC)C)C(C(=O)[O-])(CC)C (2,2′-azobis(methyl 2-methylpropionate)), C(C(=C)C)(=O)OCC1CO1 (glycidyl methacrylate), C(C(=C)C)(=O)OCC1=CC=CC=C1 (benzyl methacrylate), C(C(=C)C)(=O)O (methacrylic acid). The solvent is C(C(C)C)C(=O)C (methyl isobutyl ketone), CCCCCCC (heptane). Run at time 6 hour. Product: COCCOCCOCC (diethylene glycol ethyl methyl ether), C(C(=C)C)(=O)OCC1CO1.C(C(=C)C)(=O)OCC1=CC=CC=C1.C(C(=C)C)(=O)O (glycidyl methacrylate benzyl methacrylate methacrylic acid). As a reaction SMILES: [C:1]([O:6][CH2:7][CH:8]1[O:10][CH2:9]1)(=[O:5])[C:2]([CH3:4])=[CH2:3].[C:11]([O:16][CH2:17][C:18]1[CH:23]=[CH:22][CH:21]=[CH:20][CH:19]=1)(=[O:15])[C:12]([CH3:14])=[CH2:13].[C:24]([OH:29])(=[O:28])[C:25]([CH3:27])=[CH2:26].N(C(C)(CC)C([O-])=O)=NC(C)(CC)C([O-])=O>CCCCCCC.C(C(C)=O)C(C)C>[CH3:1][O:6][CH2:7][CH2:8][O:10][CH2:18][CH2:17][O:16][CH2:11][CH3:12].[C:1]([O:6][CH2:7][CH:8]1[O:10][CH2:9]1)(=[O:5])[C:2]([CH3:4])=[CH2:3].[C:11]([O:16][CH2:17][C:18]1[CH:19]=[CH:20][CH:21]=[CH:22][CH:23]=1)(=[O:15])[C:12]([CH3:14])=[CH2:13].[C:24]([OH:29])(=[O:28])[C:25]([CH3:27])=[CH2:26] |f:7.8.9|. Procedure: A 500 ml three-necked flask was charged with 51.2 g (0.36 mol) of glycidyl methacrylate, 21.1 g (0.12 mol) of benzyl methacrylate, 10.3 g (0.12 mol) of methacrylic acid and 300 ml of methyl isobutyl ketone. A catalytic amount of 2,2′-azobis(methyl 2-methylpropionate) as a radical polymerization initiator was added to the mixture, and polymerization was performed in a nitrogen stream at 80° C. for six hours. The obtained reaction liquid was cooled, and poured in a large volume of heptane, thereby... Reactants: ice water, C1(CCC2=CC=CC=C12)CC(=O)O (2-indanyl-acetic acid), CCN=C=NCCCN(C)C.Cl (WSC.HCl), C(C)OC([C@H]1NCSC1)=O (L-thioproline ethyl ester). Solvent: C(Cl)Cl (methylene chloride), C(Cl)Cl (methylene chloride). Run at time 5 minute. The product is C(C)OC([C@H]1NCSC1C(CC1CCC2=CC=CC=C12)=O)=O (3-(2-indanylacetyl)-L-thioproline ethyl ester). Isolated yield 57.1%. RXN SMILES: [CH:1]1([CH2:10][C:11]([OH:13])=O)[C:9]2[C:4](=[CH:5][CH:6]=[CH:7][CH:8]=2)[CH2:3][CH2:2]1.CCN=C=NCCCN(C)C.Cl.[CH2:26]([O:28][C:29](=[O:35])[C@@H:30]1[CH2:34][S:33][CH2:32][NH:31]1)[CH3:27]>C(Cl)Cl>[CH2:26]([O:28][C:29](=[O:35])[C@@H:30]1[CH:34]([C:11](=[O:13])[CH2:10][CH:1]2[C:9]3[C:4](=[CH:5][CH:6]=[CH:7][CH:8]=3)[CH2:3][CH2:2]2)[S:33][CH2:32][NH:31]1)[CH3:27] |f:1.2|. Procedure: While chilling with ice water, 1.4 g of 2-indanyl-acetic acid and 1.9 g of WSC.HCl were added to 15 ml of methylene chloride, and the mixture was stirred at room temperature for 5 minutes. Then, 1.3 g of L-thioproline ethyl ester dissolved in 10 ml of methylene chloride were added at room temperature, and the mixture was stirred further for 5 hours. The resultant liquid reaction mixture was washed with water, diluted hydrochloric acid and a saturated aqueous solution of sodium bicarbonate in tha... Starting materials: O=C([O-])[O-], COC(=O)c1cncc(Br)c1, CC(c1ccc(B2OC(C)(C)C(C)(C)O2)cc1Cl)C(O)(c1ccc2oc(=O)n(C)c2c1)C(F)(F)F, [Na+], [Na+], C1COCCO1, O. The product is COC(=O)c1cncc(-c2ccc(C(C)C(O)(c3ccc4oc(=O)n(C)c4c3)C(F)(F)F)c(Cl)c2)c1. As a reaction SMILES: [C:47](=[O:48])([O-:49])[O-:50].[CH3:36][O:37][C:38](=[O:39])[c:40]1[cH:41][n:42][cH:43][c:44]([Br:46])[cH:45]1.[Cl:1][c:2]1[c:3]([CH:17]([C:18]([C:19]([F:20])([F:21])[F:22])([OH:23])[c:24]2[cH:25][cH:26][c:27]3[c:28]([n:29]([CH3:33])[c:30](=[O:32])[o:31]3)[cH:34]2)[CH3:35])[cH:4][cH:5][c:6]([B:8]2[O:9][C:10]([CH3:11])([CH3:12])[C:13]([CH3:14])([CH3:15])[O:16]2)[cH:7]1.[Na+:51].[Na+:52].[O:53]1[CH2:54][CH2:55][O:56][CH2:57][CH2:58]1.[OH2:59]>>[Cl:1][c:2]1[c:3]([CH:17]([C:18]([C:19]([F:20])([F:21])[F:22])([OH:23])[c:24]2[cH:25][cH:26][c:27]3[c:28]([n:29]([CH3:33])[c:30](=[O:32])[o:31]3)[cH:34]2)[CH3:35])[cH:4][cH:5][c:6](-[c:44]2[cH:43][n:42][cH:41][c:40]([C:38]([O:37][CH3:36])=[O:39])[cH:45]2)[cH:7]1. The product is C(C1=CC=CC=C1)N1C[C@H](C([C@H](C1)C)=O)C ((3R,5S)-1-Benzyl-3,5-dimethylpiperidin-4-one). Reported procedure: The crude cis:trans mixture of 1-benzyl-3,5-dimethylpiperidin-4-one (typically 6:1 cis:trans) (45 g) was added to a 5% solution of sodium methoxide in methanol (500 mL) and stirred at room temperature for 6 hours. Saturated aqueous ammonium chloride (30 mL) was added and the mixture stirred for a further 30 minutes at room temperature. The mixture was evaporated to dryness and then redissolved in dichloromethane (500 mL). The insoluble solids were filtered off and the solvent was then evaporated... As a reaction SMILES: [CH2:1]([N:8]1[CH2:13][CH:12]([CH3:14])[C:11](=[O:15])[CH:10]([CH3:16])[CH2:9]1)[C:2]1[CH:7]=[CH:6][CH:5]=[CH:4][CH:3]=1.C[O-].[Na+].[Cl-].[NH4+]>CO>[CH2:1]([N:8]1[CH2:13][C@H:12]([CH3:14])[C:11](=[O:15])[C@H:10]([CH3:16])[CH2:9]1)[C:2]1[CH:3]=[CH:4][CH:5]=[CH:6][CH:7]=1 |f:1.2,3.4|. The solvent is CO (methanol). Reaction conditions: time 6 hour. Starting materials: solution, C[O-].[Na+] (sodium methoxide), C(C1=CC=CC=C1)N1CC(C(C(C1)C)=O)C (1-benzyl-3,5-dimethylpiperidin-4-one), [Cl-].[NH4+] (ammonium chloride). Reaction SMILES: [CH3:1][c:2]1[cH:3][cH:4][cH:5][cH:6][c:7]1[OH:8].[CH3:23][C:24]#[N:25].[CH3:9][O:10][C:11]([CH2:12][c:13]1[c:14]([CH2:19][Br:20])[cH:15][cH:16][cH:17][cH:18]1)=[O:21].[ClH:22]>>[CH3:1][c:2]1[cH:3][cH:4][cH:5][cH:6][c:7]1[O:8][CH2:19][c:14]1[c:13]([CH2:12][C:11]([O:10][CH3:9])=[O:21])[cH:18][cH:17][cH:16][cH:15]1. The product is COC(=O)Cc1ccccc1COc1ccccc1C. Starting materials: Cc1ccccc1O, CC#N, COC(=O)Cc1ccccc1CBr, Cl. Reactants: O=C([O-])[O-], ClCCl, [K+], [K+], O, O=S(Cl)Cl, OC1(c2cncnc2)CN2CCC1CC2. Yields the product C1=C(c2cncnc2)C2CCN1CC2. RXN SMILES: [C:21](=[O:22])([O-:23])[O-:24].[Cl:27][CH2:28][Cl:29].[K+:25].[K+:26].[OH2:20].[S:1]([Cl:2])([Cl:3])=[O:4].[n:5]1[cH:6][n:7][cH:8][c:9]([C:11]2([OH:19])[CH2:12][N:13]3[CH2:14][CH2:15][CH:16]2[CH2:17][CH2:18]3)[cH:10]1>>[n:5]1[cH:6][n:7][cH:8][c:9]([C:11]2=[CH:12][N:13]3[CH2:14][CH2:15][CH:16]2[CH2:17][CH2:18]3)[cH:10]1.